This data is from the Open Reaction Database (ORD), a public repository of structured organic reaction records. The task is: describe an organic reaction: reactants, conditions, products, and yield Reactants: C([O-])([O-])=O.[K+].[K+] (potassium carbonate), CI (methyl iodide), C(CC)C1=C(OCCCBr)C=CC(=C1O)C(C)=O (3-(2-n-propyl-3-hydroxy-4-acetylphenoxy)-1-bromopropane). The solvent is CC(=O)C (acetone). The product is C(CC)C1=C(OCCCBr)C=CC(=C1OC)C(C)=O (3-(2-n-Propyl-3-methoxy-4-acetylphenoxy)-1-bromopropane). The yield is 94.2%. RXN SMILES: [CH2:1]([C:4]1[C:14]([OH:15])=[C:13]([C:16](=[O:18])[CH3:17])[CH:12]=[CH:11][C:5]=1[O:6][CH2:7][CH2:8][CH2:9][Br:10])[CH2:2][CH3:3].[C:19](=O)([O-])[O-].[K+].[K+].CI>CC(C)=O>[CH2:1]([C:4]1[C:14]([O:15][CH3:19])=[C:13]([C:16](=[O:18])[CH3:17])[CH:12]=[CH:11][C:5]=1[O:6][CH2:7][CH2:8][CH2:9][Br:10])[CH2:2][CH3:3] |f:1.2.3|. Procedure details: 3.15 g (0.01 mole) of 3-(2-n-propyl-3-hydroxy-4-acetylphenoxy)-1-bromopropane was dissolved in 50 ml of dry acetone. To this solution was added 2.75 g (0.02 mole) of anhydrous potassium carbonate and 3 g (0.02 mole) of methyl iodide. After refluxing for four days under an argon atmosphere, the reaction mixture was filtered and the filtrate concentrated on the rotary evaporator. The residue was chromatographed on silica gel eluting with 2% ethyl acetate/toluene to give 3.1 g (94%) of the title co... Starting materials: N1(CCOCC1)C(CNC1=C(C=C(C=C1)C=1OC2=C(N1)C=CC=C2)[N+](=O)[O-])C (2-(N-(2-(morpholin-4-yl)-n-propyl)-2-nitroanilin-4-yl)benzoxazole), O1CCCC1 (tetrahydrofuran), [H][H] (hydrogen). Reagents/catalysts: [C].[Pd] (palladium-carbon). Conditions: time 17 hour. Product: N1(CCOCC1)CCCNC1=C(N)C=CC(=C1)C=1OC2=C(N1)C=CC=C2 (2-(2-(3-(morpholin-4-yl)-n-propyl)aminoanilin-4-yl)benzoxazole). Isolated yield 99.0%. RXN SMILES: N1(C(C)C[NH:9][C:10]2[CH:15]=[CH:14][C:13]([C:16]3[O:17][C:18]4[CH:24]=[CH:23][CH:22]=[CH:21][C:19]=4[N:20]=3)=[CH:12][C:11]=2[N+:25]([O-])=O)CCOCC1.[H][H].[O:31]1[CH2:35][CH2:34][CH2:33][CH2:32]1>[C].[Pd]>[N:9]1([CH2:10][CH2:11][CH2:12][NH:25][C:11]2[CH:12]=[C:13]([C:16]3[O:17][C:18]4[CH:24]=[CH:23][CH:22]=[CH:21][C:19]=4[N:20]=3)[CH:14]=[CH:15][C:10]=2[NH2:9])[CH2:34][CH2:35][O:31][CH2:32][CH2:33]1 |f:3.4|. Procedure: To a solution of 2-(N-(2-(morpholin-4-yl)-n-propyl)-2-nitroanilin-4-yl)benzoxazole (see Working Example 96-1) (665 mg, 1.74 mmol) in tetrahydrofuran (10 mL) was added 10% palladium-carbon (70 mg). A hydrogen atmosphere was then substituted in the flask, and this was stirred at room temperature for 17 hours. After the reaction was finished, this was filtered through Celite, and the filtrate was concentrated to yield the title compound (605 mg, 99% yield). The reactants are Cc1c(C2CC(=O)CS2)ncn1Cc1ccccc1, CCO, CC(=O)[O-], Cl, [Na+], O, NO. Yields the product Cc1c(C2CC(=NO)CS2)ncn1Cc1ccccc1. RXN SMILES: [CH2:1]([c:2]1[cH:3][cH:4][cH:5][cH:6][cH:7]1)[n:8]1[cH:9][n:10][c:11]([CH:14]2[S:15][CH2:16][C:17](=[O:19])[CH2:18]2)[c:12]1[CH3:13].[CH3:20][CH2:21][OH:22].[CH3:27][C:28](=[O:29])[O-:30].[ClH:23].[Na+:26].[OH2:31].[OH:24][NH2:25]>>[CH2:1]([c:2]1[cH:3][cH:4][cH:5][cH:6][cH:7]1)[n:8]1[cH:9][n:10][c:11]([CH:14]2[S:15][CH2:16][C:17](=[N:25][OH:24])[CH2:18]2)[c:12]1[CH3:13]. The reactants are Cc1cc(NCC2(C(F)(F)F)CO2)c2cnn(-c3ccccc3)c2c1, CCN, C1CCOC1. Product: CCNCC(O)(CNc1cc(C)cc2c1cnn2-c1ccccc1)C(F)(F)F. RXN SMILES: [CH3:1][c:2]1[cH:3][c:4]([NH:17][CH2:18][C:19]2([C:22]([F:23])([F:24])[F:25])[O:20][CH2:21]2)[c:5]2[cH:6][n:7][n:8](-[c:11]3[cH:12][cH:13][cH:14][cH:15][cH:16]3)[c:9]2[cH:10]1.[CH3:26][CH2:27][NH2:28].[O:29]1[CH2:30][CH2:31][CH2:32][CH2:33]1>>[CH3:1][c:2]1[cH:3][c:4]([NH:17][CH2:18][C:19]([OH:20])([CH2:21][NH:28][CH2:27][CH3:26])[C:22]([F:23])([F:24])[F:25])[c:5]2[cH:6][n:7][n:8](-[c:11]3[cH:12][cH:13][cH:14][cH:15][cH:16]3)[c:9]2[cH:10]1.